From a dataset of the Open Reaction Database (ORD), a public repository of structured organic reaction records. describe an organic reaction: reactants, conditions, products, and yield Starting materials: CN1C2C(CCC1CC2)C#N (8-methyl-8-azabicyclo[3.2.1]octane-2nitrile), [H-].[Al+3].[Li+].[H-].[H-].[H-] (lithium aluminium hydride), O (Water), O (water). Run in O1CCCC1 (tetrahydrofuran), O1CCCC1 (tetrahydrofuran). Reaction conditions: time 3 hour. Yields the product NCC1C2CCC(CC1)N2C (2-aminomethyl-8-methyl-8-azabicyclo[3.2.1]octane). Reaction SMILES: [CH3:1][N:2]1[CH:7]2[CH2:8][CH2:9][CH:3]1[CH:4]([C:10]#[N:11])[CH2:5][CH2:6]2.[H-].[Al+3].[Li+].[H-].[H-].[H-].O>O1CCCC1>[NH2:11][CH2:10][CH:4]1[CH2:5][CH2:6][CH:7]2[N:2]([CH3:1])[CH:3]1[CH2:9][CH2:8]2 |f:1.2.3.4.5.6|. Reported procedure: The nitrile (1.1 g) in tetrahydrofuran (20 ml) was added to lithium aluminium hydride (0.5 g) in tetrahydrofuran (30 ml) and the mixture stirred for three hours. Water (0.5 ml) sodium hydroxide solution (10%) (0.75 ml) and water (1.25 ml) were added successively and the mixture filtered. The filtrate was dried (K2CO3) and evaporated to give crude (D31) (1 g) as an oil. Reactants: CCCC[N+](CCCC)(CCCC)CCCC.[F-] (TBAF), COC(=O)C=1CN(CCC1C1=CC=C(C=C1)O[Si](C)(C)C(C)(C)C)C(=O)OC(C)(C)C (4-[4-(tert-Butyl-dimethyl-silanyloxy)-phenyl]-5,6-dihydro-2H-pyridine-1,3-dicarboxylic Acid 1-tert-butyl Ester 3-methyl Ester), C(Cl)Cl (CH2Cl2). The solvent is C1CCOC1 (THF). Conditions: temperature 0 celsius, time 1 hour. Product: COC(=O)C=1CN(CCC1C1=CC=C(C=C1)O)C(=O)OC(C)(C)C (4-(4-Hydroxy-phenyl)-5,6-dihydro-2H-pyridine-1,3-dicarboxylic Acid 1-tert-butyl Ester 3-methyl Ester). Yield: 100.0%. As a reaction SMILES: CCCC[N+](CCCC)(CCCC)CCCC.[F-].[CH3:19][O:20][C:21]([C:23]1[CH2:24][N:25]([C:43]([O:45][C:46]([CH3:49])([CH3:48])[CH3:47])=[O:44])[CH2:26][CH2:27][C:28]=1[C:29]1[CH:34]=[CH:33][C:32]([O:35][Si](C(C)(C)C)(C)C)=[CH:31][CH:30]=1)=[O:22].C(Cl)Cl>C1COCC1>[CH3:19][O:20][C:21]([C:23]1[CH2:24][N:25]([C:43]([O:45][C:46]([CH3:49])([CH3:48])[CH3:47])=[O:44])[CH2:26][CH2:27][C:28]=1[C:29]1[CH:34]=[CH:33][C:32]([OH:35])=[CH:31][CH:30]=1)=[O:22] |f:0.1|. Procedure: TBAF (9.50 g, 30 mmol) was added to a sol. of compound B1 (13.4 g, 30 mmol) in THF (100 mL) at 0° C. The mixture was stirred at 0° C. for 1 h. CH2Cl2 was added, and the mixture was washed with aq. sat. NH4Cl, water, and brine. The org. layer was dried over MgSO4, filtered, and the solvents were removed under reduced pressure. Drying the residue under high vacuum yielded the crude title compound (10.0 g, quantitative yield) that was used further without purification. LC-MS: tR=0.92 min; ES+: 334.... Reactants: mixture, CC1=NOC(=C1)C1=C(CCCC1(C)C)C (3-methyl-5-[2,6,6-trimethylcyclohex-1-en-1-yl]-isoxazole), [H][H] (hydrogen). Reagents/catalysts: [Pt]=O (platinum oxide). Solvent: C(C)O (ethanol), C(C)O (ethanol). Yields the product CC1=C(C(CCC1)(C)C)C(C=C(C)N)=O (2,6,6-trimethyl-1-[3-amino-but-2-enoyl]-cyclohex-1-ene). The yield is 99.4%. As a reaction SMILES: [CH3:1][C:2]1[CH:6]=[C:5]([C:7]2[C:12]([CH3:14])([CH3:13])[CH2:11][CH2:10][CH2:9][C:8]=2[CH3:15])[O:4][N:3]=1.[H][H]>C(O)C.[Pt]=O>[CH3:15][C:8]1[CH2:9][CH2:10][CH2:11][C:12]([CH3:13])([CH3:14])[C:7]=1[C:5](=[O:4])[CH:6]=[C:2]([NH2:3])[CH3:1]. Procedure: 30.75 g (0.15 mole) of 3-methyl-5-[2,6,6-trimethylcyclohex-1-en-1-yl]-isoxazole were dissolved in 50 ml of dry ethanol and the solution was added to 1.396 g of a mixture of 82.9 % of platinum oxide in 600 ml of ethanol, the said mixture having previously been subjected to a hydrogenation. The alcoholic solution was then subjected to a hydrogenation at ordinary temperature and pressure and, after absorption of one equivalent of hydrogen, was filtered through a Celite carrier. After having been co... Starting materials: CC(C)(C)OC(=O)CBr, O=C([O-])[O-], CN(C)C=O, O=C1Nc2ccc(Cl)cc2C1=O, [K+], [K+]. The product is CC(C)(C)OC(=O)CN1C(=O)C(=O)c2cc(Cl)ccc21. As a reaction SMILES: [Br:19][CH2:20][C:21](=[O:22])[O:23][C:24]([CH3:25])([CH3:26])[CH3:27].[C:13](=[O:14])([O-:15])[O-:16].[CH3:28][N:29]([CH3:30])[CH:31]=[O:32].[Cl:1][c:2]1[cH:3][c:4]2[c:8]([cH:9][cH:10]1)[NH:7][C:6](=[O:11])[C:5]2=[O:12].[K+:17].[K+:18]>>[Cl:1][c:2]1[cH:3][c:4]2[c:8]([cH:9][cH:10]1)[N:7]([CH2:20][C:21](=[O:22])[O:23][C:24]([CH3:25])([CH3:26])[CH3:27])[C:6](=[O:11])[C:5]2=[O:12].